Dataset: the Open Reaction Database (ORD), a public repository of structured organic reaction records. Task: describe an organic reaction: reactants, conditions, products, and yield Procedure: Reaction Scheme 6B discloses a synthetic route to specific preferred benzopyran (chromene) compounds of the invention where with reference to Formula 1 the Z group is also CONH (amide derivatives). In accordance with this scheme, dihydrocoumarine (Compound 213) is subjected to a Grignard reaction with methyl magnesium chloride followed by heating a tertiary alcohol intermediate with acid, to provide 2,2-dimethylchroman (Compound 214). Compound 214 is converted into 6-acetyl-2,2-dimethylchroman (... As a reaction SMILES: [CH3:1][C:2]1([CH3:12])[CH2:11][CH2:10][C:9]2[C:4](=[CH:5][CH:6]=[CH:7][CH:8]=2)[O:3]1.C(C1C=C2[C:23](=CC=1)[O:22][C:21](C)(C)[CH2:20]C2)(=O)C.[O-:28]Cl.[Na+].[OH-].[Na+]>>[CH3:1][C:2]1([CH3:12])[CH2:11][CH2:10][C:9]2[C:4](=[CH:5][CH:6]=[C:7]([C:23]([O:22][CH2:21][CH3:20])=[O:28])[CH:8]=2)[O:3]1 |f:2.3,4.5|. The reactants are CC1(OC2=CC=CC=C2CC1)C (2,2-dimethylchroman), [O-]Cl.[Na+] (NaOCl), [OH-].[Na+] (sodium hydroxide), C(C)(=O)C=1C=C2CCC(OC2=CC1)(C)C (6-acetyl-2,2-dimethylchroman), C(C)(=O)C=1C=C2CCC(OC2=CC1)(C)C (6-acetyl-2,2-dimethylchroman). Yields the product CC1(OC2=CC=C(C=C2CC1)C(=O)OCC)C (ethyl 2,2-dimethylchroman-6-carboxylate). Starting materials: C(C)(C)(C)OC(NC1(CCC1)C1=CC=C(C=C1)C=1C(C2=CC=C3C(=C2OC1C1=CC=CC=C1)NN=C3)=O)=O ({1-[4-(6-oxo-8-phenyl-1,6-dihydro-9-oxa-1,2-diaza-cyclopenta[a]naphthalen-7-yl)-phenyl]-cyclobutyl}-carbamic acid tert-butyl ester), C(C)(C)(C)OC(NC1(CCC1)C1=CC=C(C=C1)C=1C(C2=CC=C3C(=C2OC1C1=CC=CC=C1)NN=C3)=O)=O ({1-[4-(6-oxo-8-phenyl-1,6-dihydro-9-oxa-1,2-diaza-cyclopenta[a]naphthalen-7-yl)-phenyl]-cyclobutyl}-carbamic acid tert-butyl ester), Cl[O-].[Na+] (sodium hypochlorite), CCOC(=O)C (EtOAc), resultant residues, CCOC(=O)C (EtOAc), O (water), Cl[O-].[Na+] (sodium hypochlorite). The solvent is CCO (EtOH), CCO (EtOH), C1CCCCC1 (cyclohexane). Reaction conditions: time 2 hour. Product: C(C)(C)(C)OC(NC1(CCC1)C1=CC=C(C=C1)C=1C(C2=CC=C3C(=C2OC1C1=CC=CC=C1)NN=C3Cl)=O)=O ({1-[4-(3-Chloro-6-oxo-8-phenyl-1,6-dihydro-9-oxa-1,2-diaza-cyclopenta[a]naphthalen-7-yl)-phenyl]-cyclobutyl}-carbamic acid tert-butyl ester). Isolated yield 60.0%. Reaction SMILES: [C:1]([O:5][C:6](=[O:38])[NH:7][C:8]1([C:12]2[CH:17]=[CH:16][C:15]([C:18]3[C:19](=[O:37])[C:20]4[C:25]([O:26][C:27]=3[C:28]3[CH:33]=[CH:32][CH:31]=[CH:30][CH:29]=3)=[C:24]3[NH:34][N:35]=[CH:36][C:23]3=[CH:22][CH:21]=4)=[CH:14][CH:13]=2)[CH2:11][CH2:10][CH2:9]1)([CH3:4])([CH3:3])[CH3:2].[Cl:39][O-].[Na+].CCOC(C)=O.O>CCO.C1CCCCC1>[C:1]([O:5][C:6](=[O:38])[NH:7][C:8]1([C:12]2[CH:13]=[CH:14][C:15]([C:18]3[C:19](=[O:37])[C:20]4[C:25]([O:26][C:27]=3[C:28]3[CH:29]=[CH:30][CH:31]=[CH:32][CH:33]=3)=[C:24]3[NH:34][N:35]=[C:36]([Cl:39])[C:23]3=[CH:22][CH:21]=4)=[CH:16][CH:17]=2)[CH2:11][CH2:10][CH2:9]1)([CH3:4])([CH3:2])[CH3:3] |f:1.2|. Procedure details: To a stirred solution of {1-[4-(6-oxo-8-phenyl-1,6-dihydro-9-oxa-1,2-diaza-cyclopenta[a]naphthalen-7-yl)-phenyl]-cyclobutyl}-carbamic acid tert-butyl ester (5 mg, 0.01 mmol) in EtOH (1 mL), was added sodium hypochlorite (10% aqueous solution, 0.4 mL) at RT. After 2 h, EtOAc and water were added. The resulting biphasic mixture was separated. The aqueous phase was extracted with EtOAc. The combined organic extracts were washed with water and brine, dried (Na2SO4), filtered, and concentrated in vac... Reactants: CCO, CCN(C(C)C)C(C)C, ClCCl, O=C(OC(=O)C(F)(F)F)C(F)(F)F, CN(C)CC(=O)N1CCCC(O)(c2cc(-c3ccc4cn(Cc5ccccc5)nc4c3)c3c(N)ncnn23)C1, [Na+], [OH-]. Product: CN(C)CC(=O)N1C=C(c2cc(-c3ccc4cn(Cc5ccccc5)nc4c3)c3c(N)ncnn23)CCC1. RXN SMILES: [CH3:67][CH2:68][OH:69].[CH:40]([N:41]([CH2:42][CH3:43])[CH:44]([CH3:45])[CH3:46])([CH3:47])[CH3:48].[Cl:64][CH2:65][Cl:66].[F:49][C:50]([F:51])([F:52])[C:53]([O:54][C:55](=[O:56])[C:57]([F:58])([F:59])[F:60])=[O:61].[NH2:1][c:2]1[n:3][cH:4][n:5][n:6]2[c:7]1[c:8](-[c:24]1[cH:25][cH:26][c:27]3[cH:28][n:29]([CH2:33][c:34]4[cH:35][cH:36][cH:37][cH:38][cH:39]4)[n:30][c:31]3[cH:32]1)[cH:9][c:10]2[C:11]1([OH:23])[CH2:12][N:13]([C:17]([CH2:18][N:19]([CH3:20])[CH3:21])=[O:22])[CH2:14][CH2:15][CH2:16]1.[Na+:63].[OH-:62]>>[NH2:1][c:2]1[n:3][cH:4][n:5][n:6]2[c:7]1[c:8](-[c:24]1[cH:25][cH:26][c:27]3[cH:28][n:29]([CH2:33][c:34]4[cH:35][cH:36][cH:37][cH:38][cH:39]4)[n:30][c:31]3[cH:32]1)[cH:9][c:10]2[C:11]1=[CH:12][N:13]([C:17]([CH2:18][N:19]([CH3:20])[CH3:21])=[O:22])[CH2:14][CH2:15][CH2:16]1. The reactants are ClC=1C=CC(=C(C(=O)O)C1)OC1=CC=C(C=C1)F (5-Chloro-2-(4-fluorophenoxy)benzoic acid), Cl.NCC1=CC=C(C(=O)OC)C=C1 (methyl 4-(aminomethyl)benzoate hydrochloride). Yields the product ClC=1C=CC(=C(C(=O)NCC2=CC=C(C(=O)OC)C=C2)C1)OC1=CC=C(C=C1)F (Methyl 4-({[5-chloro-2-(4-fluorophenoxy)benzoyl]amino}methyl)benzoate). As a reaction SMILES: [Cl:1][C:2]1[CH:3]=[CH:4][C:5]([O:11][C:12]2[CH:17]=[CH:16][C:15]([F:18])=[CH:14][CH:13]=2)=[C:6]([CH:10]=1)[C:7]([OH:9])=O.Cl.[NH2:20][CH2:21][C:22]1[CH:31]=[CH:30][C:25]([C:26]([O:28][CH3:29])=[O:27])=[CH:24][CH:23]=1>>[Cl:1][C:2]1[CH:3]=[CH:4][C:5]([O:11][C:12]2[CH:17]=[CH:16][C:15]([F:18])=[CH:14][CH:13]=2)=[C:6]([CH:10]=1)[C:7]([NH:20][CH2:21][C:22]1[CH:23]=[CH:24][C:25]([C:26]([O:28][CH3:29])=[O:27])=[CH:30][CH:31]=1)=[O:9] |f:1.2|. Procedure details: The title compound was prepared according to the procedure described in step 3 of Example 1 from 5-chloro-2-(4-fluorophenoxy)benzoic acid (step 2) and methyl 4-(aminomethyl)benzoate hydrochloride: 1H-NMR (CDCl3) δ 8.24 (1H, d, J=2.8 Hz), 7.97–7.94 (3H, m), 7.36–7.32 (3H, m), 7.11–6.96 (4H, m), 6.74 (1H, d, J=8.8 Hz), 4.71 (2H, d, J=5.9 Hz), 3.90 (3H, s); MS (ESI) m/z 414 (M+H)+, 412 (M−H)−. Reactants: O=C([O-])[O-], CCO, CCCCCn1c(=O)n(CCCCC#N)c(=O)c2[nH]c(Cl)nc21, Cl, [K+], [K+], NO, O. The product is CCCCCn1c(=O)n(CCCCC(=N)NO)c(=O)c2[nH]c(Cl)nc21. Reaction SMILES: [C:25](=[O:26])([O-:27])[O-:28].[CH3:34][CH2:35][OH:36].[Cl:1][c:2]1[n:3][c:4]2[n:5]([CH2:19][CH2:20][CH2:21][CH2:22][CH3:23])[c:6](=[O:18])[n:7]([CH2:12][CH2:13][CH2:14][CH2:15][C:16]#[N:17])[c:8](=[O:11])[c:9]2[nH:10]1.[ClH:31].[K+:29].[K+:30].[NH2:32][OH:33].[OH2:24]>>[Cl:1][c:2]1[n:3][c:4]2[n:5]([CH2:19][CH2:20][CH2:21][CH2:22][CH3:23])[c:6](=[O:18])[n:7]([CH2:12][CH2:13][CH2:14][CH2:15][C:16]([NH:17][OH:24])=[NH:32])[c:8](=[O:11])[c:9]2[nH:10]1. Reactants: ClC1=C(C=NC2=CC=C(C=C12)[N+](=O)[O-])C#N (4-chloro-6-nitro-quinoline-3-carbonitrile), ClC=1C=C(N)C=CC1SC1=CC=CC=C1 (3-chloro-4-thiophenoxyaniline). The solvent is C(C)O (ethanol). Product: ClC=1C=C(C=CC1SC1=CC=CC=C1)NC1=C(C=NC2=CC=C(C=C12)[N+](=O)[O-])C#N (4-[(3-Chloro-4-thiophenoxyphenyl)amino]-6-nitro-quinoline-3-carbonitrile). Yield: 74.1%. Reaction SMILES: Cl[C:2]1[C:11]2[C:6](=[CH:7][CH:8]=[C:9]([N+:12]([O-:14])=[O:13])[CH:10]=2)[N:5]=[CH:4][C:3]=1[C:15]#[N:16].[Cl:17][C:18]1[CH:19]=[C:20]([CH:22]=[CH:23][C:24]=1[S:25][C:26]1[CH:31]=[CH:30][CH:29]=[CH:28][CH:27]=1)[NH2:21]>C(O)C>[Cl:17][C:18]1[CH:19]=[C:20]([NH:21][C:2]2[C:11]3[C:6](=[CH:7][CH:8]=[C:9]([N+:12]([O-:14])=[O:13])[CH:10]=3)[N:5]=[CH:4][C:3]=2[C:15]#[N:16])[CH:22]=[CH:23][C:24]=1[S:25][C:26]1[CH:31]=[CH:30][CH:29]=[CH:28][CH:27]=1. Procedure details: A mixture of 5.00 g (21.5 mmol) 4-chloro-6-nitro-quinoline-3-carbonitrile, 250 ml ethanol, and 6.07 g (25.6 mmol) 3-chloro-4-thiophenoxyaniline was heated to reflux under N2. Removed heat at about 8 hours, made basic with saturated sodium bicarbonate, stripped solvents and azeotroped with ethanol. Slurried residue with hexane and collected solids. Washed with water and dried in vacuo. Dissolved nearly completely in 400 ml ethyl acetate, stirred with Darco and filtered. Stripped solvent and boile...